This data is from the Open Reaction Database (ORD), a public repository of structured organic reaction records. The task is: describe an organic reaction: reactants, conditions, products, and yield Reactants: FC1=CC=C2C(=NNC2=C1)CC(=O)O (2-(6-Fluoro-1H-indazol-3-yl)acetic acid), C(C)O (ethanol). The product is FC1=CC=C2C(=NNC2=C1)CC(=O)OCC (ethyl 2-(6-fluoro-1H-indazol-3-yl)acetate). Isolated yield 39.3%. Reaction SMILES: [F:1][C:2]1[CH:10]=[C:9]2[C:5]([C:6]([CH2:11][C:12]([OH:14])=[O:13])=[N:7][NH:8]2)=[CH:4][CH:3]=1.[CH2:15](O)[CH3:16]>>[F:1][C:2]1[CH:10]=[C:9]2[C:5]([C:6]([CH2:11][C:12]([O:14][CH2:15][CH3:16])=[O:13])=[N:7][NH:8]2)=[CH:4][CH:3]=1. Procedure details: 2-(6-Fluoro-1H-indazol-3-yl)acetic acid (4.63 g, 23.8 mmol) was dissolved in anhydrous ethanol (60 mL) concentrated sulfuric acid (2.0 mL), and heated under reflux for 16 hours. After concentrated under reduce pressure to remove most of ethanol, water (20 mL) was added, and extracted with ethyl acetate. The organic phase was dried over anhydrous sodium sulfate, and concentrated to obtain the product 2.08 g, at a yield of 39.3%. Starting materials: [BH4-].[Na+] (sodium borohydride), S1C(=NN=C1)SCC=1CS[C@H]2N(C1C(=O)O)C(C2NC(C(=O)C=2N=C(SC2)NC(=O)OC(C)(C)CC)=O)=O (3-(1,3,4-thiadiazol-2-yl)thiomethyl-7-[2-(2-tert-pentyloxycarbonylamino-1,3-thiazol-4-yl)glyoxylamido]-3-cephem-4-carboxylic acid), S1C(=NN=C1)SCC=1CS[C@H]2N(C1C(=O)O)C(C2NC(C(=O)C=2NC(SC2)=NC(=O)OC(C)(C)CC)=O)=O (3-(1,3,4-thiadiazol-2-yl)thiomethyl-7-[2-(2-tert-pentyloxycarbonylimino-2,3-dihydro-1,3-thiazol-4-yl)glyoxylamido]-3-cephem-4-carboxylic acid), [OH-].[Na+] (sodium hydroxide). Solvent: O (water), CO (methanol). Product: S1C(=NN=C1)SCC=1CS[C@H]2N(C1C(=O)O)C(C2NC(C(C=2N=C(SC2)NC(=O)OC(C)(C)CC)O)=O)=O (3-(1,3,4-thiadiazol-2-yl)thiomethyl-7-[2-hydroxy-2-(2-tert-pentyloxycarbonylamino-1,3-thiazol-4-yl)acetamido]-3-cephem-4-carboxylic acid). As a reaction SMILES: [S:1]1[CH:5]=[N:4][N:3]=[C:2]1[S:6][CH2:7][C:8]1[CH2:9][S:10][C@@H:11]2[CH:18]([NH:19][C:20](=[O:37])[C:21]([C:23]3[N:24]=[C:25]([NH:28][C:29]([O:31][C:32]([CH2:35][CH3:36])([CH3:34])[CH3:33])=[O:30])[S:26][CH:27]=3)=[O:22])[C:17](=[O:38])[N:12]2[C:13]=1[C:14]([OH:16])=[O:15].[OH-].[Na+].[BH4-].[Na+]>CO.O>[S:1]1[CH:5]=[N:4][N:3]=[C:2]1[S:6][CH2:7][C:8]1[CH2:9][S:10][C@@H:11]2[CH:18]([NH:19][C:20](=[O:37])[CH:21]([OH:22])[C:23]3[N:24]=[C:25]([NH:28][C:29]([O:31][C:32]([CH2:35][CH3:36])([CH3:34])[CH3:33])=[O:30])[S:26][CH:27]=3)[C:17](=[O:38])[N:12]2[C:13]=1[C:14]([OH:16])=[O:15] |f:1.2,3.4|. Procedure: To a solution of 3-(1,3,4-thiadiazol-2-yl)thiomethyl-7-[2-(2-tert-pentyloxycarbonylamino-1,3-thiazol-4-yl)glyoxylamido]-3-cephem-4-carboxylic acid, which can be represented as 3-(1,3,4-thiadiazol-2-yl)thiomethyl-7-[2-(2-tert-pentyloxycarbonylimino-2,3-dihydro-1,3-thiazol-4-yl)glyoxylamido]-3-cephem-4-carboxylic acid, (3.1 g.) in methanol (30 ml.) was added 1 N sodium hydroxide aqueous solution (5.2 ml.) under ice-cooling and stirring. To the mixture was dropwise added a solution of sodium borohy... Reactants: BrC=1C=CC(=C(C=O)C1)O (5-bromo-2-hydroxybenzaldehyde), C(C1=CC=CC=C1)Br (benzyl bromide), [I-].[K+] (potassium iodide), C([O-])([O-])=O.[K+].[K+] (potassium carbonate). Run in C(C)(=O)OCC (ethyl acetate), CC(=O)C (acetone). The product is C(C1=CC=CC=C1)OC1=C(C=O)C=C(C=C1)Br (2-benzyloxy-5-bromobenzaldehyde). Yield: 81.1%. As a reaction SMILES: [Br:1][C:2]1[CH:3]=[CH:4][C:5]([OH:10])=[C:6]([CH:9]=1)[CH:7]=[O:8].[CH2:11](Br)[C:12]1[CH:17]=[CH:16][CH:15]=[CH:14][CH:13]=1.[I-].[K+].C(=O)([O-])[O-].[K+].[K+]>CC(C)=O.C(OCC)(=O)C>[CH2:11]([O:10][C:5]1[CH:4]=[CH:3][C:2]([Br:1])=[CH:9][C:6]=1[CH:7]=[O:8])[C:12]1[CH:17]=[CH:16][CH:15]=[CH:14][CH:13]=1 |f:2.3,4.5.6|. Procedure details: To a solution of 5-bromo-2-hydroxybenzaldehyde (5 g, 24.9 mmol) in acetone (200 mL) were added benzyl bromide (5.11 mL, 29.9 mmol), potassium iodide (KI, 2.07 g, 12.45 mmol) and potassium carbonate (K2CO3, 5.17 g, 37.4 mmol), followed by mixing at 70° C. for 2 hours under a reflux condition. The product thus obtained was diluted in ethyl acetate (EtOAc), washed with brine, and dried over magnesium sulfate (MgSO4) to concentrate it. The concentrate was purified using silica column chromatography ... The reactants are C(C)(=O)OCC (ethyl acetate), IC=1C=C(C=CC1)C(=C)C=1C=C2C(CCC(C2=CC1C)(C)C)(C)C (6-[1-(3-iodophenyl)vinyl]-1,1,4,4,7-pentamethyl-1,2,3,4-tetrahydronaphthalene), C(CCC)N(CCCC)CCCC (tributylamine), [C]=O (carbon monoxide). Reagents/catalysts: C(C)(=O)[O-].C(C)(=O)[O-].[Pd+2] (palladium diacetate). Solvent: CO (methanol). The product is CC=1C(=CC=2C(CCC(C2C1)(C)C)(C)C)C(=C)C=1C=C(C=CC1)C(=O)OC (Methyl 3-[1-(3,5,5,8,8-pentamethyl-5,6,7,8-tetrahydro-2-naphthyl)vinyl]phenylcarboxylate). RXN SMILES: I[C:2]1[CH:3]=[C:4]([C:8]([C:10]2[CH:11]=[C:12]3[C:17](=[CH:18][C:19]=2[CH3:20])[C:16]([CH3:22])([CH3:21])[CH2:15][CH2:14][C:13]3([CH3:24])[CH3:23])=[CH2:9])[CH:5]=[CH:6][CH:7]=1.C(N(CCCC)CCCC)CCC.[C]=O.[C:40]([O:43][CH2:44]C)(=[O:42])C>CO.C([O-])(=O)C.C([O-])(=O)C.[Pd+2]>[CH3:20][C:19]1[C:10]([C:8]([C:4]2[CH:3]=[C:2]([C:40]([O:43][CH3:44])=[O:42])[CH:7]=[CH:6][CH:5]=2)=[CH2:9])=[CH:11][C:12]2[C:13]([CH3:24])([CH3:23])[CH2:14][CH2:15][C:16]([CH3:22])([CH3:21])[C:17]=2[CH:18]=1 |f:5.6.7,^3:37|. Procedure details: A solution of 6-[1-(3-iodophenyl)vinyl]-1,1,4,4,7-pentamethyl-1,2,3,4-tetrahydronaphthalene (10.8 g, 25 mmol), palladium diacetate (650 mg, 2.9 mmol) and tributylamine (13.8 ml, 58 mmol) in methanol (300 ml) is heated for 3 h at 100° C. under a pressure of carbon monoxide (3 bar). After concentration on an evaporator under vacuum at 40° C., the oil obtained is diluted in ethyl acetate and washed three times with water. The product is purified by flash chromatography on a column of silica. The reactants are C(CCC)NC(CCC(=O)O)=O (4-butylamino-4-oxobutanoic acid), S(O)(O)(=O)=O (sulfuric acid), C(=O)(O)[O-].[Na+] (NaHCO3), C(=O)=O (CO2). Solvent: CO (MeOH). Product: C(CCC)NC(CCC(=O)OC)=O (Methyl 4-butylamino-4-oxobutanoate). As a reaction SMILES: [CH2:1]([NH:5][C:6](=[O:12])[CH2:7][CH2:8][C:9]([OH:11])=[O:10])[CH2:2][CH2:3][CH3:4].S(=O)(=O)(O)O.[C:18]([O-])(O)=O.[Na+].C(=O)=O>CO>[CH2:1]([NH:5][C:6](=[O:12])[CH2:7][CH2:8][C:9]([O:11][CH3:18])=[O:10])[CH2:2][CH2:3][CH3:4] |f:2.3|. Reported procedure: A solution of 4-butylamino-4-oxobutanoic acid (20 mmol) and concentrated sulfuric acid (1 ml) in MeOH (40 ml) is heated at reflux for 8 hours. The reaction is cooled to room temperature and saturated NaHCO3 is carefully added until CO2 gas no longer evolves. Most of the MeOH is removed in vacuo and the residue is partitioned between Et2O (100 ml) and H2O (40 ml). The water layer is re-extracted with Et2O (50 ml). The combined Et2O layers are washed with H2O (20 ml×2) and dried. Filtration and ev... As a reaction SMILES: [CH2:1]([N:4]1[CH:8]([CH2:9][CH2:10][CH3:11])[CH2:7][O:6][S@:5]1=[O:12])[CH2:2][CH3:3].I([O-])(=O)(=O)=[O:14].[Na+]>C(OCC)(=O)C.O.[Ru](Cl)(Cl)Cl>[CH2:1]([N:4]1[C@H:8]([CH2:9][CH2:10][CH3:11])[CH2:7][O:6][S:5]1(=[O:14])=[O:12])[CH2:2][CH3:3] |f:1.2,4.5|. Reactants: C(CC)N1[S@@](OCC1CCC)=O ((R)-3,4-dipropyl-1,2,3-oxathiazolidine 2-oxide), I(=O)(=O)(=O)[O-].[Na+] (sodium periodate). Product: C(CC)N1S(OC[C@H]1CCC)(=O)=O ((R)-3,4-Dipropyl-1,2,3-oxathiazolidine 2,2-dioxide). Procedure: Ruthenium trichloride hydrate (10 mg) was added to a solution of (R)-3,4-dipropyl-1,2,3-oxathiazolidine 2-oxide (11.09 g) in ethyl acetate (58 mL) under stirring at 3° C. A cold saturated aqueous sodium periodate solution (200 mL) was added to the solution. The resulting suspension was stirred under ice-cooling for 10 minutes and then further stirred at room temperature for 1 hour. The suspension was filtered, and the insoluble matter was washed twice with ethyl acetate (15 mL). The filtrate and... The yield is 93.0%. The solvent is C(C)(=O)OCC (ethyl acetate). The reagents and catalysts are O.[Ru](Cl)(Cl)Cl (Ruthenium trichloride hydrate). Reaction conditions: temperature 3 celsius.